From a dataset of the Open Reaction Database (ORD), a public repository of structured organic reaction records. describe an organic reaction: reactants, conditions, products, and yield Reactants: diazonium salt, OC1=C(C=CC=C1)CC(=O)O (2-hydroxy-benzeneacetic acid), [OH-].[Na+] (sodium hydroxide), C=1C=CN=C(C1)NS(=O)(=O)C=2C=CC(=CC2)N (sulfapyridine), N(=O)[O-].[Na+] (sodium nitrite), C=1C=CN=C(C1)NS(=O)(=O)C=2C=CC(=CC2)N (sulfapyridine). The solvent is O (water), Cl (hydrochloric acid), Cl (hydrochloric acid), O (water), O (water). Product: OC1=C(C=C(C=C1)N=NC1=CC=C(C=C1)S(=O)(=O)NC1=NC=CC=C1)CC(=O)O (2-hydroxy-5-[4-[[(2-pyridinyl)-amino]sulfonyl]phenylazo]benzene-acetic acid). Reaction SMILES: [CH:1]1[CH:2]=[CH:3][N:4]=[C:5]([NH:7][S:8]([C:11]2[CH:12]=[CH:13][C:14]([NH2:17])=[CH:15][CH:16]=2)(=[O:10])=[O:9])[CH:6]=1.[N:18]([O-])=O.[Na+].[OH:22][C:23]1[CH:28]=[CH:27][CH:26]=[CH:25][C:24]=1[CH2:29][C:30]([OH:32])=[O:31].[OH-].[Na+]>O.Cl>[OH:22][C:23]1[CH:28]=[CH:27][C:26]([N:18]=[N:17][C:14]2[CH:13]=[CH:12][C:11]([S:8]([NH:7][C:5]3[CH:6]=[CH:1][CH:2]=[CH:3][N:4]=3)(=[O:10])=[O:9])=[CH:16][CH:15]=2)=[CH:25][C:24]=1[CH2:29][C:30]([OH:32])=[O:31] |f:1.2,4.5|. Procedure: 12 g sulfapyridine was dissolved with cooling to 0° C. in 40 ml water and 12 ml conc. hydrochloric acid. 3.5 g sodium nitrite in 20 ml water was added to the sulfapyridine solution during about 15 minutes with stirring and cooling. The diazonium salt solution was added to 7.6 g 2-hydroxy-benzeneacetic acid and 7 g sodium hydroxide in 50 ml water at 0°-10° C. After stirring for 1.5 h the solution was acidified by hydrochloric acid. The precipitating product was filtered off and washed with water.... Starting materials: N[C@@H]1CC[C@H](CC1)CCN1CCC(CC1)OC1=C(C=C(C#N)C=C1)F (Trans 4-{1-[2-(4-Amino-cyclohexyl)-ethyl]-piperidin-4-yloxy}-3-fluoro-benzonitrile), S1C(=CC=C1)C(=O)O (Thiophene-2-carboxylic acid). Product: C(#N)C1=CC(=C(OC2CCN(CC2)CC[C@@H]2CC[C@H](CC2)NC(=O)C=2SC=CC2)C=C1)F (Thiophene-2-carboxylic acid trans(4-{2-[4-(4-cyano-2-fluoro-Phenoxy)-piperidin-1-yl]-ethyl}-cyclohexyl)-amide). RXN SMILES: [NH2:1][C@H:2]1[CH2:7][CH2:6][C@H:5]([CH2:8][CH2:9][N:10]2[CH2:15][CH2:14][CH:13]([O:16][C:17]3[CH:24]=[CH:23][C:20]([C:21]#[N:22])=[CH:19][C:18]=3[F:25])[CH2:12][CH2:11]2)[CH2:4][CH2:3]1.[S:26]1[CH:30]=[CH:29][CH:28]=[C:27]1[C:31](O)=[O:32]>>[C:21]([C:20]1[CH:23]=[CH:24][C:17]([O:16][CH:13]2[CH2:12][CH2:11][N:10]([CH2:9][CH2:8][C@H:5]3[CH2:6][CH2:7][C@H:2]([NH:1][C:31]([C:27]4[S:26][CH:30]=[CH:29][CH:28]=4)=[O:32])[CH2:3][CH2:4]3)[CH2:15][CH2:14]2)=[C:18]([F:25])[CH:19]=1)#[N:22]. Reported procedure: According to the synthesis of example 1, the title compound was prepared from Trans 4-{1-[2-(4-Amino-cyclohexyl)-ethyl]-piperidin-4-yloxy}-3-fluoro-benzonitrile and Thiophene-2-carboxylic acid. Preparative HPLC on reversed phase eluting with acetonitrile/water yielded the title compound. MS (m/e): 456.3 (M+H+).